The task is: describe an organic reaction: reactants, conditions, products, and yield. This data is from the Open Reaction Database (ORD), a public repository of structured organic reaction records. Starting materials: liquid, O=C([C@H](O)[C@@H](O)[C@H](O)[C@H](O)CO)[O-].[Na+] (sodium D-gluconate), [Cl-].[Mg+2].[Cl-] (magnesium chloride), Cl (hydrochloric acid), O=C([C@H](O)[C@@H](O)[C@H](O)[C@H](O)CO)[O-].[Na+] (sodium D-gluconate), [Cl-].[Mg+2].[Cl-] (magnesium chloride), O=C([C@H](O)[C@@H](O)[C@H](O)[C@H](O)CO)[O-] (gluconate). The solvent is C(C(CO)(CO)N)O (Tris), C(C(CO)(CO)N)O (Tris). Conditions: time 2 hour. Yields the product C([C@@H]([C@@H](CO)O)O)C(=O)C(=O)O (2-keto-3-deoxy-D-gluconic acid). Reaction SMILES: [O:1]=[C:2]([O-:13])[C@@H:3]([C@H:5]([C@@H:7]([C@@H:9]([CH2:11][OH:12])[OH:10])[OH:8])O)[OH:4].O=C([O-])[C@@H]([C@H]([C@@H]([C@@H](CO)O)O)O)O.[Na+].[Cl-].[Mg+2].[Cl-].Cl>C(O)C(N)(CO)CO>[CH2:5]([C:3]([C:2]([OH:13])=[O:1])=[O:4])[C@H:7]([OH:8])[C@H:9]([OH:10])[CH2:11][OH:12] |f:1.2,3.4.5|. Reported procedure: Samples of the purified gluconate dehydratase solution prepared in Example 3, which was dissolved in the 30 mM Tris buffer (pH 8.5) containing 1 mM sodium D-gluconate and 1 mM magnesium chloride, were allowed to stand for 30 minutes, 2 hours, or 12 hours at 4, 20, 30, 40, 50, 55, 60, 65, or 70° C. Another sample was allowed to stand at 4° C. for 7 days and 30 days. Then, each sample subjected to heat treatment as above was reacted with 1 mL of a liquid containing 1 μmmol of Tris buffer (pH 8.5),... Reactants: CC(=O)[O-], CCOC(C)=O, CN(C)C=O, COC(=O)c1nc(F)cnc1F, [Na+], O. The product is COC(=O)c1nc(F)c[nH]c1=O. Reaction SMILES: [CH3:14][C:15]([O-:16])=[O:17].[CH3:18][CH2:19][O:20][C:21](=[O:22])[CH3:23].[CH3:25][N:26]([CH3:27])[CH:28]=[O:29].[F:1][c:2]1[c:3]([C:9](=[O:10])[O:11][CH3:12])[n:4][c:5]([F:8])[cH:6][n:7]1.[Na+:13].[OH2:24]>>[c:2]1(=[O:16])[c:3]([C:9](=[O:10])[O:11][CH3:12])[n:4][c:5]([F:8])[cH:6][nH:7]1. The reactants are C(C)(=O)NC=1NC(C(=C(N1)N(C(C)=O)C(C)=O)CCCNC1=C(C=C(C(=O)N[C@@H](CCC(=O)OCC)C(=O)OCC)C=C1)C)=O (diethyl N-[4-(3-(2-acetylamino-4-diacetylamino-1,6-dihydro-6-oxo-5-pyrimidinyl)propylamino)-3-methylbenzoyl]-(L)-glutamate), Cl (hydrochloric acid). Run in [OH-].[Na+] (sodium hydroxide), [OH-].[Na+] (NaOH). Reaction conditions: time 2 hour. Yields the product NC=1NC(C(=C(N1)N)CCCNC1=C(C=C(C(=O)N[C@@H](CCC(=O)O)C(=O)O)C=C1)C)=O (N-[4-(3-(2,4-Diamino-1,6-dihydro-6-oxo-5-pyrimidinyl)propylamino)-3-methylbenzoyl]-(L)-glutamic acid). As a reaction SMILES: C([NH:4][C:5]1[NH:6][C:7](=[O:45])[C:8]([CH2:18][CH2:19][CH2:20][NH:21][C:22]2[CH:43]=[CH:42][C:25]([C:26]([NH:28][C@H:29]([C:37]([O:39]CC)=[O:38])[CH2:30][CH2:31][C:32]([O:34]CC)=[O:33])=[O:27])=[CH:24][C:23]=2[CH3:44])=[C:9]([N:11](C(=O)C)C(=O)C)[N:10]=1)(=O)C.Cl>[OH-].[Na+]>[NH2:4][C:5]1[NH:6][C:7](=[O:45])[C:8]([CH2:18][CH2:19][CH2:20][NH:21][C:22]2[CH:43]=[CH:42][C:25]([C:26]([NH:28][C@H:29]([C:37]([OH:39])=[O:38])[CH2:30][CH2:31][C:32]([OH:34])=[O:33])=[O:27])=[CH:24][C:23]=2[CH3:44])=[C:9]([NH2:11])[N:10]=1 |f:2.3|. Reported procedure: A solution of diethyl N-[4-(3-(2-acetylamino-4-diacetylamino-1,6-dihydro-6-oxo-5-pyrimidinyl)propylamino)-3-methylbenzoyl]-(L)-glutamate (0.70 g, 1.1 mmoles) in 1.0N sodium hydroxide (20 mL) was stirred at 55° C. under nitrogen for 18 hours. The reaction mixture was chilled (ice bath) and adjusted to pH 2.5 by the gradual dropwise addition of 6.0N hydrochloric acid. After stirring cold 2 hours, the resulting precipitate was filtered. An attempted recrystallization of the wet cake from dimethylfo...